From a dataset of the Open Reaction Database (ORD), a public repository of structured organic reaction records. describe an organic reaction: reactants, conditions, products, and yield Starting materials: CO (Methanol), [Cl-].[NH4+] (ammonium chloride), CNC(=O)N1C=CC2=CC(=CC=C12)[N+](=O)[O-] (N1-methyl-5-nitro-1H-1-indolecarboxamide). Reagents/catalysts: [Fe] (iron). The solvent is O (water). Yields the product CNC(=O)N1C=CC2=CC(=CC=C12)N (N1-Methyl-5-amino-1H-1-indolecarboxamide). Isolated yield 76.0%. Reaction SMILES: CO.[Cl-].[NH4+].[CH3:5][NH:6][C:7]([N:9]1[C:17]2[C:12](=[CH:13][C:14]([N+:18]([O-])=O)=[CH:15][CH:16]=2)[CH:11]=[CH:10]1)=[O:8]>[Fe].O>[CH3:5][NH:6][C:7]([N:9]1[C:17]2[C:12](=[CH:13][C:14]([NH2:18])=[CH:15][CH:16]=2)[CH:11]=[CH:10]1)=[O:8] |f:1.2|. Procedure: Methanol (6 ml), water (2 ml), iron (0.32 g) and ammonium chloride (0.64 g) were added to N1-methyl-5-nitro-1H-1-indolecarboxamide (0.32 g, 1.46 mmol) synthesized in Production example 218-1; and the reaction mixture was heated to reflux for 2 hours. The reaction mixture was partitioned between ethyl acetate and water; the organic layer was washed with water and brine, and dried over anhydrous sodium sulfate. The residue was filtrated with celite, and concentrated under reduced pressure to yield... The reactants are N#CC1CC(F)CN1C(=O)CNC12CCC(C(=O)O)(CC1)CC2, CCOC(=O)c1ccc(N)cc1. Product: CCOC(=O)c1ccc(NC(=O)C23CCC(NCC(=O)N4CC(F)CC4C#N)(CC2)CC3)cc1. RXN SMILES: [C:1](=[O:2])([OH:3])[C:4]12[CH2:5][CH2:6][C:7]([NH:12][CH2:13][C:14](=[O:15])[N:16]3[CH:17]([C:22]#[N:23])[CH2:18][CH:19]([F:21])[CH2:20]3)([CH2:8][CH2:9]1)[CH2:10][CH2:11]2.[CH3:24][CH2:25][O:26][C:27](=[O:28])[c:29]1[cH:30][cH:31][c:32]([NH2:33])[cH:34][cH:35]1>>[C:1](=[O:3])([C:4]12[CH2:5][CH2:6][C:7]([NH:12][CH2:13][C:14](=[O:15])[N:16]3[CH:17]([C:22]#[N:23])[CH2:18][CH:19]([F:21])[CH2:20]3)([CH2:8][CH2:9]1)[CH2:10][CH2:11]2)[NH:33][c:32]1[cH:31][cH:30][c:29]([C:27]([O:26][CH2:25][CH3:24])=[O:28])[cH:35][cH:34]1. Starting materials: CN=C=S, CC#N, Cc1cc(CSCCN)oc1CN(C)C. Product: CNC(=S)NCCSCc1cc(C)c(CN(C)C)o1. Reaction SMILES: [CH3:16][N:17]=[C:18]=[S:19].[CH3:20][C:21]#[N:22].[NH2:1][CH2:2][CH2:3][S:4][CH2:5][c:6]1[cH:7][c:8]([CH3:15])[c:9]([CH2:11][N:12]([CH3:13])[CH3:14])[o:10]1>>[NH:1]([CH2:2][CH2:3][S:4][CH2:5][c:6]1[cH:7][c:8]([CH3:15])[c:9]([CH2:11][N:12]([CH3:13])[CH3:14])[o:10]1)[C:18]([NH:17][CH3:16])=[S:19].